Dataset: the Open Reaction Database (ORD), a public repository of structured organic reaction records. Task: describe an organic reaction: reactants, conditions, products, and yield The reactants are CC(C#CC)(C)C1=CC=C(C=C1)OC (4-(1,1-Dimethyl-2-butynyl)anisole), C(#N)C1(CC1)C=1C=CC(=C(C=O)C1)OC (5-(1-Cyanocyclopropyl)-2-methoxybenzaldehyde). The product is CC(C#CC)(C)C=1C=CC(=C(C=O)C1)OC (5-(1,1-Dimethyl-2-butynyl)-2-methoxybenzaldehyde). RXN SMILES: [CH3:1][C:2]([C:7]1[CH:12]=[CH:11][C:10]([O:13][CH3:14])=[CH:9][CH:8]=1)([CH3:6])[C:3]#[C:4][CH3:5].C(C1(C2C=CC(OC)=C(C=2)[CH:25]=[O:26])CC1)#N>>[CH3:6][C:2]([C:7]1[CH:8]=[CH:9][C:10]([O:13][CH3:14])=[C:11]([CH:12]=1)[CH:25]=[O:26])([CH3:1])[C:3]#[C:4][CH3:5]. Procedure details: This compound was prepared from Compound 54 in the same manner of Compound 2.